This data is from the Open Reaction Database (ORD), a public repository of structured organic reaction records. The task is: describe an organic reaction: reactants, conditions, products, and yield Reactants: FC1=CC=C(C=C1)C1=NC(=NC(=C1)C(F)(F)F)N1C=NC(=C1)[Sn](CCCC)(CCCC)CCCC (4-(4-fluoro-phenyl)-2-(4-tributylstannanyl-imidazol-1-yl)-6-trifluoromethyl-pyrimidine), CC(C)(C)NS(=O)(=O)C1=CC=C(S1)Br (5-bromothiophene-2-N-tert-butylsulfonamide), CCCCCC (hexane). Reagents/catalysts: C=1C=CC(=CC1)[P](C=2C=CC=CC2)(C=3C=CC=CC3)[Pd]([P](C=4C=CC=CC4)(C=5C=CC=CC5)C=6C=CC=CC6)([P](C=7C=CC=CC7)(C=8C=CC=CC8)C=9C=CC=CC9)[P](C=1C=CC=CC1)(C=1C=CC=CC1)C=1C=CC=CC1 (tetrakis(triphenylphosphine)palladium). The solvent is C1(=CC=CC=C1)C (toluene). Conditions: time 1 hour. Yields the product C(C)(C)(C)NS(=O)(=O)C=1SC(=CC1)C=1N=CN(C1)C1=NC(=CC(=N1)C1=CC=C(C=C1)F)C(F)(F)F (5-{1-[4-(4-fluoro-phenyl)-6-trifluoromethyl-pyrimidin-2-yl]-1H-imidazol-4-yl}-thiophene-2-sulfonic acid tert-butyl amide). Yield: 123.5%. As a reaction SMILES: [F:1][C:2]1[CH:7]=[CH:6][C:5]([C:8]2[CH:13]=[C:12]([C:14]([F:17])([F:16])[F:15])[N:11]=[C:10]([N:18]3[CH:22]=[C:21]([Sn](CCCC)(CCCC)CCCC)[N:20]=[CH:19]3)[N:9]=2)=[CH:4][CH:3]=1.[CH3:36][C:37]([NH:40][S:41]([C:44]1[S:48][C:47](Br)=[CH:46][CH:45]=1)(=[O:43])=[O:42])([CH3:39])[CH3:38].CCCCCC>C1(C)C=CC=CC=1.C1C=CC([P]([Pd]([P](C2C=CC=CC=2)(C2C=CC=CC=2)C2C=CC=CC=2)([P](C2C=CC=CC=2)(C2C=CC=CC=2)C2C=CC=CC=2)[P](C2C=CC=CC=2)(C2C=CC=CC=2)C2C=CC=CC=2)(C2C=CC=CC=2)C2C=CC=CC=2)=CC=1>[C:37]([NH:40][S:41]([C:44]1[S:48][C:47]([C:21]2[N:20]=[CH:19][N:18]([C:10]3[N:9]=[C:8]([C:5]4[CH:4]=[CH:3][C:2]([F:1])=[CH:7][CH:6]=4)[CH:13]=[C:12]([C:14]([F:15])([F:16])[F:17])[N:11]=3)[CH:22]=2)=[CH:46][CH:45]=1)(=[O:42])=[O:43])([CH3:39])([CH3:36])[CH3:38] |^1:66,68,87,106|. Procedure: A stirred mixture of 4-(4-fluoro-phenyl)-2-(4-tributylstannanyl-imidazol-1-yl)-6-trifluoromethyl-pyrimidine (Example G.14) (0.34 g, 0.57 mmol), commercially available 5-bromothiophene-2-N-tert-butylsulfonamide (0.19 g, 0.63 mmol), tetrakis(triphenylphosphine)palladium (0.039 g, 0.033 mmol) in toluene (5 ml) was heated under reflux conditions for 15 h, hexane (10 ml) was added and the mixture was stirred at RT for 1 h. The precipitate was collected by filtration and further purified by flash chro... Reactants: [BH4-], O=C1CCN(Cc2ccccc2)CC1CO, c1ccc2c(c1)CCN2, [Na+]. Yields the product OCC1CN(Cc2ccccc2)CCC1N1CCc2ccccc21. Reaction SMILES: [BH4-:26].[CH2:10]([c:11]1[cH:12][cH:13][cH:14][cH:15][cH:16]1)[N:17]1[CH2:18][CH:19]([CH2:24][OH:25])[C:20](=[O:23])[CH2:21][CH2:22]1.[CH2:1]1[CH2:2][c:3]2[cH:4][cH:5][cH:6][cH:7][c:8]2[NH:9]1.[Na+:27]>>[CH2:1]1[CH2:2][c:3]2[cH:4][cH:5][cH:6][cH:7][c:8]2[N:9]1[CH:20]1[CH:19]([CH2:24][OH:25])[CH2:18][N:17]([CH2:10][c:11]2[cH:12][cH:13][cH:14][cH:15][cH:16]2)[CH2:22][CH2:21]1. The reactants are O=c1cc(Cl)sn1Cc1ccccc1, CN(C)C(=S)S, CCO, [I-], [Na+], [Na]. RXN SMILES: [CH2:1]([c:2]1[cH:3][cH:4][cH:5][cH:6][cH:7]1)[n:8]1[s:9][c:10]([Cl:14])[cH:11][c:12]1=[O:13].[CH3:16][N:17]([C:18]([SH:19])=[S:20])[CH3:21].[CH3:24][CH2:25][OH:26].[I-:23].[Na+:22].[Na:15]>>[CH2:1]([c:2]1[cH:3][cH:4][cH:5][cH:6][cH:7]1)[n:8]1[s:9][c:10]([S:20][C:18]([N:17]([CH3:16])[CH3:21])=[S:19])[cH:11][c:12]1=[O:13]. Yields the product CN(C)C(=S)Sc1cc(=O)n(Cc2ccccc2)s1. The reactants are CC(C)(C)OC(=O)N1CC(c2ccccc2)(c2ccccc2)OCC1C=O, CCCC[N+](CCCC)(CCCC)CCCC, CCOC(C)=O, [Cl-], [F-], O=[N+]([O-])CCc1cc(F)cc(F)c1, [Na+], C1CCOC1. Product: CC(C)(C)OC(=O)N1CC(c2ccccc2)(c2ccccc2)OCC1C(O)C(Cc1cc(F)cc(F)c1)[N+](=O)[O-]. Reaction SMILES: [C:1]([CH3:2])([CH3:3])([CH3:4])[O:5][C:6](=[O:7])[N:8]1[CH2:9][C:10]([c:16]2[cH:17][cH:18][cH:19][cH:20][cH:21]2)([c:22]2[cH:23][cH:24][cH:25][cH:26][cH:27]2)[O:11][CH2:12][CH:13]1[CH:14]=[O:15].[CH3:42][CH2:43][CH2:44][CH2:45][N+:46]([CH2:47][CH2:48][CH2:49][CH3:50])([CH2:51][CH2:52][CH2:53][CH3:54])[CH2:55][CH2:56][CH2:57][CH3:58].[CH3:66][CH2:67][O:68][C:69](=[O:70])[CH3:71].[Cl-:60].[F-:41].[F:28][c:29]1[cH:30][c:31]([F:40])[cH:32][c:33]([CH2:35][CH2:36][N+:37](=[O:38])[O-:39])[cH:34]1.[Na+:59].[O:61]1[CH2:62][CH2:63][CH2:64][CH2:65]1>>[C:1]([CH3:2])([CH3:3])([CH3:4])[O:5][C:6](=[O:7])[N:8]1[CH2:9][C:10]([c:16]2[cH:17][cH:18][cH:19][cH:20][cH:21]2)([c:22]2[cH:23][cH:24][cH:25][cH:26][cH:27]2)[O:11][CH2:12][CH:13]1[CH:14]([OH:15])[CH:36]([CH2:35][c:33]1[cH:32][c:31]([F:40])[cH:30][c:29]([F:28])[cH:34]1)[N+:37](=[O:38])[O-:39].